The task is: describe an organic reaction: reactants, conditions, products, and yield. This data is from the Open Reaction Database (ORD), a public repository of structured organic reaction records. The reactants are Cc1cccc(-c2cc(C)c(Br)s2)n1, O=C([O-])[O-], Cc1cn2nc(C)ccc2n1, ClCCl, [Cs+], [Cs+], N#N, CN(C)C=O, O=C(C=Cc1ccccc1)C=Cc1ccccc1, O=C(C=Cc1ccccc1)C=Cc1ccccc1, O=C(C=Cc1ccccc1)C=Cc1ccccc1, [Pd], [Pd], c1ccc(P(c2ccccc2)c2ccccc2)cc1. Product: Cc1cccc(-c2cc(C)c(-c3c(C)nc4ccc(C)nn34)s2)n1. RXN SMILES: [Br:12][c:13]1[c:14]([CH3:25])[cH:15][c:16](-[c:18]2[n:19][c:20]([CH3:24])[cH:21][cH:22][cH:23]2)[s:17]1.[C:26](=[O:27])([O-:28])[O-:29].[CH3:1][c:2]1[n:3][c:4]2[n:5]([n:6][c:7]([CH3:10])[cH:8][cH:9]2)[cH:11]1.[Cl:53][CH2:54][Cl:55].[Cs+:30].[Cs+:31].[N:32]#[N:33].[O:112]=[CH:113][N:114]([CH3:115])[CH3:116].[O:58]=[C:59]([CH:60]=[CH:61][c:62]1[cH:63][cH:64][cH:65][cH:66][cH:67]1)[CH:68]=[CH:69][c:70]1[cH:71][cH:72][cH:73][cH:74][cH:75]1.[O:76]=[C:77]([CH:78]=[CH:79][c:80]1[cH:81][cH:82][cH:83][cH:84][cH:85]1)[CH:86]=[CH:87][c:88]1[cH:89][cH:90][cH:91][cH:92][cH:93]1.[O:94]=[C:95]([CH:96]=[CH:97][c:98]1[cH:99][cH:100][cH:101][cH:102][cH:103]1)[CH:104]=[CH:105][c:106]1[cH:107][cH:108][cH:109][cH:110][cH:111]1.[Pd:56].[Pd:57].[c:34]1([P:35]([c:36]2[cH:37][cH:38][cH:39][cH:40][cH:41]2)[c:42]2[cH:43][cH:44][cH:45][cH:46][cH:47]2)[cH:48][cH:49][cH:50][cH:51][cH:52]1>>[CH3:1][c:2]1[n:3][c:4]2[n:5]([n:6][c:7]([CH3:10])[cH:8][cH:9]2)[c:11]1-[c:13]1[c:14]([CH3:25])[cH:15][c:16](-[c:18]2[n:19][c:20]([CH3:24])[cH:21][cH:22][cH:23]2)[s:17]1. Reactants: O=C([O-])[O-], CN(C)C=O, CCOC(C)=O, CCI, [K+], [K+], O=[N+]([O-])c1cn[nH]c1. The product is CCn1cc([N+](=O)[O-])cn1. Reaction SMILES: [C:9](=[O:10])([O-:11])[O-:12].[CH3:18][N:19]([CH3:20])[CH:21]=[O:22].[CH3:23][CH2:24][O:25][C:26]([CH3:27])=[O:28].[I:15][CH2:16][CH3:17].[K+:13].[K+:14].[N+:1](=[O:2])([O-:3])[c:4]1[cH:5][n:6][nH:7][cH:8]1>>[N+:1](=[O:2])([O-:3])[c:4]1[cH:5][n:6]([CH2:16][CH3:17])[n:7][cH:8]1. Reactants: C(C)(=O)C1=CC=C(C=C1)CC(=O)OC (methyl 4-acetyl-phenylacetate), BrC1OCCOC1 (bromodioxane). The product is BrCC(=O)C1=CC=C(C=C1)CC(=O)OC (Methyl 4-(α-bromo-acetyl)-phenylacetate). As a reaction SMILES: [C:1]([C:4]1[CH:9]=[CH:8][C:7]([CH2:10][C:11]([O:13][CH3:14])=[O:12])=[CH:6][CH:5]=1)(=[O:3])[CH3:2].[Br:15]C1COCCO1>>[Br:15][CH2:2][C:1]([C:4]1[CH:9]=[CH:8][C:7]([CH2:10][C:11]([O:13][CH3:14])=[O:12])=[CH:6][CH:5]=1)=[O:3]. Procedure details: Prepared from methyl 4-acetyl-phenylacetate and bromodioxane.